From a dataset of the Open Reaction Database (ORD), a public repository of structured organic reaction records. describe an organic reaction: reactants, conditions, products, and yield Starting materials: [Al+3], C1CCOC1, CC(=O)N(CCCc1ccccc1)C1CCC(c2ccc(OCc3ccccc3)cc2)CC1, [H-], [H-], [H-], [H-], [Li+], [Na+], [OH-], O. The product is CCN(CCCc1ccccc1)C1CCC(c2ccc(OCc3ccccc3)cc2)CC1. As a reaction SMILES: [Al+3:2].[CH2:43]1[O:44][CH2:45][CH2:46][CH2:47]1.[CH2:7]([c:8]1[cH:9][cH:10][cH:11][cH:12][cH:13]1)[O:14][c:15]1[cH:16][cH:17][c:18]([CH:21]2[CH2:22][CH2:23][CH:24]([N:27]([C:28]([CH3:29])=[O:30])[CH2:31][CH2:32][CH2:33][c:34]3[cH:35][cH:36][cH:37][cH:38][cH:39]3)[CH2:25][CH2:26]2)[cH:19][cH:20]1.[H-:1].[H-:4].[H-:5].[H-:6].[Li+:3].[Na+:42].[OH-:41].[OH2:40]>>[CH2:7]([c:8]1[cH:9][cH:10][cH:11][cH:12][cH:13]1)[O:14][c:15]1[cH:16][cH:17][c:18]([CH:21]2[CH2:22][CH2:23][CH:24]([N:27]([CH2:28][CH3:29])[CH2:31][CH2:32][CH2:33][c:34]3[cH:35][cH:36][cH:37][cH:38][cH:39]3)[CH2:25][CH2:26]2)[cH:19][cH:20]1. Reactants: ClC1=NC=C(C(=N1)N[C@@H](CO)C)C=1SC=CC1 ((R)-2-(2-chloro-5-(2-thienyl)pyrimidine-4-ylamino)propan-1-ol), NC1=CC=C(C=C1)[S@](=O)(=NC(=O)OCC)C1CC1 ((S)—S-(4-aminophenyl)-N-(ethoxycarbonyl)-S-cyclo-propyl-sulfoximide). Product: C(C)OC(=O)N=[S@](=O)(C1CC1)C1=CC=C(C=C1)NC1=NC=C(C(=N1)N[C@@H](CO)C)C=1SC=CC1 ((S)—N-(ethoxycarbonyl)-S-(4-{[4-{[(R)-2-hydroxy-1-methylethyl]amino}-5-(2-thienyl)pyrimidine-2-yl]amino}phenyl)-S-cyclopropylsulfoximide). The yield is 50.0%. Reaction SMILES: Cl[C:2]1[N:7]=[C:6]([NH:8][C@H:9]([CH3:12])[CH2:10][OH:11])[C:5]([C:13]2[S:14][CH:15]=[CH:16][CH:17]=2)=[CH:4][N:3]=1.[NH2:18][C:19]1[CH:24]=[CH:23][C:22]([S@@:25]([CH:33]2[CH2:35][CH2:34]2)(=[N:27][C:28]([O:30][CH2:31][CH3:32])=[O:29])=[O:26])=[CH:21][CH:20]=1>>[CH2:31]([O:30][C:28]([N:27]=[S@@:25]([C:22]1[CH:21]=[CH:20][C:19]([NH:18][C:2]2[N:7]=[C:6]([NH:8][C@H:9]([CH3:12])[CH2:10][OH:11])[C:5]([C:13]3[S:14][CH:15]=[CH:16][CH:17]=3)=[CH:4][N:3]=2)=[CH:24][CH:23]=1)([CH:33]1[CH2:34][CH2:35]1)=[O:26])=[O:29])[CH3:32]. Reported procedure: In the reaction of (R)-2-(2-chloro-5-(2-thienyl)pyrimidine-4-ylamino)propan-1-ol (267 mg, 1.0 mmol) with (S)—S-(4-aminophenyl)-N-(ethoxycarbonyl)-S-cyclo-propyl-sulfoximide (241 mg, 0.9 mmol) according to procedure 5c, the desired product is obtained in 50% yield (250 mg) after chromatographic purification (silica gel, dichloromethane/ethanol (0%-20% ethanol)). Reactants: COc1ccc(C(=O)NCc2ccccc2)c2c1oc1ccc(N)cc12, C1CCOC1, CC(=O)Cl, c1ccncc1. Product: COc1ccc(C(=O)NCc2ccccc2)c2c1oc1ccc(NC(C)=O)cc12. RXN SMILES: [CH2:1]([c:2]1[cH:3][cH:4][cH:5][cH:6][cH:7]1)[NH:8][C:9](=[O:10])[c:11]1[cH:12][cH:13][c:14]([O:25][CH3:26])[c:15]2[o:16][c:17]3[c:18]([c:19]12)[cH:20][c:21]([NH2:24])[cH:22][cH:23]3.[CH2:37]1[O:38][CH2:39][CH2:40][CH2:41]1.[CH3:27][C:28]([Cl:29])=[O:30].[cH:31]1[cH:32][cH:33][n:34][cH:35][cH:36]1>>[CH2:1]([c:2]1[cH:3][cH:4][cH:5][cH:6][cH:7]1)[NH:8][C:9](=[O:10])[c:11]1[cH:12][cH:13][c:14]([O:25][CH3:26])[c:15]2[o:16][c:17]3[c:18]([c:19]12)[cH:20][c:21]([NH:24][C:28]([CH3:27])=[O:30])[cH:22][cH:23]3. Reactants: CC(=O)O, Cl, Nc1ncc(C(=O)O)cc1[N+](=O)[O-], N, Cl[Sn]Cl. The product is Nc1cc(C(=O)O)cnc1N. RXN SMILES: [CH3:18][C:19](=[O:20])[OH:21].[ClH:22].[N+:4]([O-:5])(=[O:6])[c:7]1[c:8]([NH2:16])[n:9][cH:10][c:11]([C:12](=[O:13])[OH:14])[cH:15]1.[NH3:17].[Sn:1]([Cl:2])[Cl:3]>>[NH2:4][c:7]1[c:8]([NH2:16])[n:9][cH:10][c:11]([C:12](=[O:13])[OH:14])[cH:15]1. Starting materials: [Si](O)(O)(O)O.NC(=S)N (thiourea silicate), aqueous solution, C=O (formaldehyde). Conditions: time 25 minute. Product: NC(=S)N.[Si](O)(O)(O)O.NC(=S)N.C=O (formaldehyde thiourea silicate thiourea). Reaction SMILES: [Si:1]([OH:5])([OH:4])([OH:3])[OH:2].[NH2:6][C:7]([NH2:9])=[S:8].[CH2:10]=[O:11]>>[NH2:6][C:7]([NH2:9])=[S:8].[Si:1]([OH:5])([OH:4])([OH:3])[OH:2].[NH2:6][C:7]([NH2:9])=[S:8].[CH2:10]=[O:11] |f:0.1,3.4.5.6|. Procedure details: The silicoformic acid, polysilicoformic acid and metasilicic acid as produced in Example IX are mixed with 30 parts by weight of thiourea, heated to 70° to 150° C., while agitating, for 15 to 90 minutes, thereby producing white granules of thiourea silicoformate and thiourea silicate. The said thiourea silicate and silicoformate are added to 100 parts by weight of 37% aqueous solution of formaldehyde, heated to 70° to 90° C. and the solution becomes clear. The said solution is filtered and about... Reactants: [N+](=O)(O)[O-] (Nitric acid), CN1C(NC(C=2NC=NC12)=O)=O (3-methylxanthine), Cl (hydrochloric acid). Solvent: C(C)(=O)O (acetic acid). Conditions: temperature 100 celsius, time 30 minute. Product: ClC1=NC=2N(C(NC(C2N1)=O)=O)C (8-Chloro-3-methyl-3,7-dihydropurine-2,6-dione). Reaction SMILES: [N+]([O-])(O)=O.[CH3:5][N:6]1[C:14]2[N:13]=[CH:12][NH:11][C:10]=2[C:9](=[O:15])[NH:8][C:7]1=[O:16].[ClH:17]>C(O)(=O)C>[Cl:17][C:12]1[NH:11][C:10]2[C:9](=[O:15])[NH:8][C:7](=[O:16])[N:6]([CH3:5])[C:14]=2[N:13]=1. Procedure details: Nitric acid (9 ml) was slowly added dropwise to a suspension of 3-methylxanthine (10 g) in acetic acid (180 ml) at 100° C., and the resulting white suspension was stirred at 100° C. for 30 minutes followed by 140° C. for 20 minutes. After cooling the reaction solution to room temperature, the solvent was removed by distillation at reduced pressure at 60° C. to give a yellow solid. The resulting yellow solid was washed with water, and recrystallization from 0.5 M hydrochloric acid gave a pale yel...